This data is from the Open Reaction Database (ORD), a public repository of structured organic reaction records. The task is: describe an organic reaction: reactants, conditions, products, and yield Reactants: ClC1=NC=C(C(=O)NC2=CC=C(C=C2)OC(F)(F)F)C=C1C#N (6-chloro-5-cyano-N-(4-(trifluoromethoxy)phenyl)nicotinamide), N1C[C@@H](CC1)O ((R)-3-Pyrrolidinol), CCN(C(C)C)C(C)C (DIPEA). Solvent: CC(C)O (iPrOH). Reaction conditions: temperature 110 celsius. Product: C(#N)C=1C(=NC=C(C(=O)NC2=CC=C(C=C2)OC(F)(F)F)C1)N1C[C@@H](CC1)O ((R)-5-Cyano-6-(3-hydroxypyrrolidin-1-yl)-N-(4-(trifluoromethoxy)phenyl)nicotinamide). Reaction SMILES: Cl[C:2]1[C:21]([C:22]#[N:23])=[CH:20][C:5]([C:6]([NH:8][C:9]2[CH:14]=[CH:13][C:12]([O:15][C:16]([F:19])([F:18])[F:17])=[CH:11][CH:10]=2)=[O:7])=[CH:4][N:3]=1.[NH:24]1[CH2:28][CH2:27][C@@H:26]([OH:29])[CH2:25]1.CCN(C(C)C)C(C)C>CC(O)C>[C:22]([C:21]1[C:2]([N:24]2[CH2:28][CH2:27][C@@H:26]([OH:29])[CH2:25]2)=[N:3][CH:4]=[C:5]([CH:20]=1)[C:6]([NH:8][C:9]1[CH:14]=[CH:13][C:12]([O:15][C:16]([F:19])([F:18])[F:17])=[CH:11][CH:10]=1)=[O:7])#[N:23]. Reported procedure: A stirred mixture of 6-chloro-5-cyano-N-(4-(trifluoromethoxy)phenyl)nicotinamide (Stage 70.3, 4.50 g, 13.2 mmol), (R)-3-Pyrrolidinol (1.38 g, 15.8 mmol) and DIPEA (3.74 g, 29.0 mmol) in iPrOH (20 mL) was heated at 110° C. for 60 min. The cooled RM was then evaporated to dryness under reduced pressure and the residue was dissolved in EtOAc, washed with sat. aq. NaHCO3 and brine. The solution was dried over anhydrous Na2SO4 and the solvent was evaporated off under reduced pressure to give a crude ... Reactants: C(C)OC(C(C)C1=CC(=C(C=C1)N)Br)=O (2-(4-Amino-3-bromo-phenyl)-propionic acid ethyl ester), C(C)OC(=S)[S-].[K+] (potassium ethylxanthate). Run in CCOC(=O)C (EtOAc), CN(C)C=O (DMF). Yields the product C(C)OC(C(C)C1=CC2=C(NC(S2)=S)C=C1)=O (2-(2-Thioxo-2,3-dihydro-benzothiazol-6-yl)-propionic acid ethyl ester). As a reaction SMILES: [CH2:1]([O:3][C:4](=[O:15])[CH:5]([C:7]1[CH:12]=[CH:11][C:10]([NH2:13])=[C:9](Br)[CH:8]=1)[CH3:6])[CH3:2].C(O[C:19]([S-:21])=[S:20])C.[K+]>CN(C=O)C.CCOC(C)=O>[CH2:1]([O:3][C:4](=[O:15])[CH:5]([C:7]1[CH:12]=[CH:11][C:10]2[NH:13][C:19](=[S:20])[S:21][C:9]=2[CH:8]=1)[CH3:6])[CH3:2] |f:1.2|. Procedure details: To a stirred solution of 2-(4-Amino-3-bromo-phenyl)-propionic acid ethyl ester (1.58 g) in DMF was added potassium ethylxanthate (1.86 g) at room temperature. After stirred with reflux for 14 h, the reaction mixture was cooled to room temperature and diluted with EtOAc. The organic layer was washed with water, brine, dried over magnesium sulfate and concentrated in vacuo. The resulting residue was chromatographed on silica gel (n-Hex:EtOAc=6:1 to 4:1) to afford the product as yellow oil. (595 mg... Starting materials: ClC1=CC=C(C=N1)C(=O)NCCC1=C(C=C(C=C1)Cl)Cl (6-Chloro-N-[2-(2,4-dichlorophenyl)ethyl]pyridine-3-carboxamide), [N-]=[N+]=[N-].[Na+] (sodium azide), C(C)(=O)OCC (Ethyl acetate). Solvent: CS(=O)C (DMSO). Conditions: temperature 100 celsius. The product is N(=[N+]=[N-])C1=CC=C(C=N1)C(=O)NCCC1=C(C=C(C=C1)Cl)Cl (6-azido-N-[2-(2,4-dichlorophenyl)ethyl]-pyrid ine-3-carboxamide). Reaction SMILES: Cl[C:2]1[N:7]=[CH:6][C:5]([C:8]([NH:10][CH2:11][CH2:12][C:13]2[CH:18]=[CH:17][C:16]([Cl:19])=[CH:15][C:14]=2[Cl:20])=[O:9])=[CH:4][CH:3]=1.[N-:21]=[N+:22]=[N-:23].[Na+].C(OCC)(=O)C>CS(C)=O>[N:21]([C:2]1[N:7]=[CH:6][C:5]([C:8]([NH:10][CH2:11][CH2:12][C:13]2[CH:18]=[CH:17][C:16]([Cl:19])=[CH:15][C:14]=2[Cl:20])=[O:9])=[CH:4][CH:3]=1)=[N+:22]=[N-:23] |f:1.2|. Reported procedure: 6-Chloro-N-[2-(2,4-dichlorophenyl)ethyl]pyridine-3-carboxamide (1 equivalent) and sodium azide (2.6 equivalents) were suspended in anhydrous DMSO (0.6 M) under nitrogen. The mixture was heated at 100° C. for four days. Ethyl acetate was added and the organic phase washed with water and brine, dried over anhydrous sodium sulfate, and filtered. The filtrate was evaporated to dryness and the resultant residue dissolved in a 1:1 ethyl acetate/DCM mixture. This solution was purified by flash chromato... As a reaction SMILES: [CH:1]1[C:13]2[NH:12][C:11]3[C:6](=[CH:7][CH:8]=[CH:9][CH:10]=3)[C:5]=2[CH:4]=[CH:3][CH:2]=1.F[C:15]1[CH:53]=[CH:52][C:18]([C:19]([C:21]2[CH:22]=[CH:23][C:24]3[N:25]([C:43]4[CH:48]=[CH:47][C:46]([C:49](=[O:51])[CH3:50])=[CH:45][CH:44]=4)[C:26]4[C:31]([C:32]=3[CH:33]=2)=[CH:30][C:29]([C:34](=[O:42])[C:35]2[CH:40]=[CH:39][C:38](F)=[CH:37][CH:36]=2)=[CH:28][CH:27]=4)=[O:20])=[CH:17][CH:16]=1>>[CH:10]1[C:11]2[N:12]([C:15]3[CH:53]=[CH:52][C:18]([C:19]([C:21]4[CH:22]=[CH:23][C:24]5[N:25]([C:43]6[CH:48]=[CH:47][C:46]([C:49](=[O:51])[CH3:50])=[CH:45][CH:44]=6)[C:26]6[C:31]([C:32]=5[CH:33]=4)=[CH:30][C:29]([C:34](=[O:42])[C:35]4[CH:40]=[CH:39][C:38]([N:12]5[C:13]7[CH:1]=[CH:2][CH:3]=[CH:4][C:5]=7[C:6]7[C:11]5=[CH:10][CH:9]=[CH:8][CH:7]=7)=[CH:37][CH:36]=4)=[CH:28][CH:27]=6)=[O:20])=[CH:17][CH:16]=3)[C:13]3[C:5](=[CH:4][CH:3]=[CH:2][CH:1]=3)[C:6]=2[CH:7]=[CH:8][CH:9]=1. Reported procedure: 1-{4-[3,6-Bis-(4-carbazol-9-yl-benzoyl)-carbazol-9-yl]-phenyl}-ethanone is prepared by the same method as described in example 6.a with an excess amount of carbazole and 1-{4-[3,6-bis-(4-fluoro-benzoyl)-carbazol-9-yl]-phenyl}-ethanone. Reactants: C1=CC=CC=2C3=CC=CC=C3NC12 (carbazole), FC1=CC=C(C(=O)C=2C=CC=3N(C4=CC=C(C=C4C3C2)C(C2=CC=C(C=C2)F)=O)C2=CC=C(C=C2)C(C)=O)C=C1 (1-{4-[3,6-bis-(4-fluoro-benzoyl)-carbazol-9-yl]-phenyl}-ethanone). Yields the product C1=CC=CC=2C3=CC=CC=C3N(C12)C1=CC=C(C(=O)C=2C=CC=3N(C4=CC=C(C=C4C3C2)C(C2=CC=C(C=C2)N2C3=CC=CC=C3C=3C=CC=CC23)=O)C2=CC=C(C=C2)C(C)=O)C=C1 (1-{4-[3,6-Bis-(4-carbazol-9-yl-benzoyl)-carbazol-9-yl]-phenyl}-ethanone). Starting materials: CCCN1C(=O)N2CC(Cc3ccccc3)N=C2c2c1nc(Br)n2COC, CS, CN(C)C=O, [Na], O. Product: CCCN1C(=O)N2CC(Cc3ccccc3)N=C2c2c1nc(SC)n2COC. Reaction SMILES: [CH2:1]([c:2]1[cH:3][cH:4][cH:5][cH:6][cH:7]1)[CH:8]1[N:9]=[C:10]2[c:11]3[n:12]([CH2:25][O:26][CH3:27])[c:13]([Br:24])[n:14][c:15]3[N:16]([CH2:21][CH2:22][CH3:23])[C:17](=[O:20])[N:18]2[CH2:19]1.[CH3:29][SH:30].[CH3:32][N:33]([CH3:34])[CH:35]=[O:36].[Na:28].[OH2:31]>>[CH2:1]([c:2]1[cH:3][cH:4][cH:5][cH:6][cH:7]1)[CH:8]1[N:9]=[C:10]2[c:11]3[n:12]([CH2:25][O:26][CH3:27])[c:13]([S:30][CH3:29])[n:14][c:15]3[N:16]([CH2:21][CH2:22][CH3:23])[C:17](=[O:20])[N:18]2[CH2:19]1.